From a dataset of the Open Reaction Database (ORD), a public repository of structured organic reaction records. describe an organic reaction: reactants, conditions, products, and yield The reactants are product, CC1=CC=C(NCC(=O)NC2=C(C=C(C=C2)S(N)(=O)=O)Cl)C=C1 (2-(p-Methylanilino)-N-(2-chloro-4-sulphamoylphenyl)-acetamide), C(C)O (ethanol), C=O (paraformaldehyde). Solvent: O (water), ice water. The product is COC1=CC=C(C=C1)N1CN(C(C1)=O)C1=C(C=C(C=C1)S(N)(=O)=O)Cl (1-(p-Methoxyphenyl)-3-(2-chloro-4-sulphamoylphenyl)-imidazolidin-4-one). Reaction SMILES: C[C:2]1[CH:23]=[CH:22][C:5]([NH:6][CH2:7][C:8]([NH:10][C:11]2[CH:16]=[CH:15][C:14]([S:17](=[O:20])(=[O:19])[NH2:18])=[CH:13][C:12]=2[Cl:21])=[O:9])=[CH:4][CH:3]=1.[CH2:24]=O.[CH2:26]([OH:28])C>O>[CH3:26][O:28][C:2]1[CH:3]=[CH:4][C:5]([N:6]2[CH2:7][C:8](=[O:9])[N:10]([C:11]3[CH:16]=[CH:15][C:14]([S:17](=[O:19])(=[O:20])[NH2:18])=[CH:13][C:12]=3[Cl:21])[CH2:24]2)=[CH:22][CH:23]=1. Procedure: The product of stage a) (15g) was dissolved in ethanol (200 ml) and treated with paraformaldehyde (2.5g) in water (400 ml). The mixture was refluxed for 3 hours, cooled in ice/water and filtered to yield the title product (5 g), m.p. 221°-223° Starting materials: CC(C)(C)OC(=O)N1CC(NC(=O)CN)C1, C1COCCO1, N#Cc1cc(O)c2cc(C(F)(F)F)ccc2n1. Product: CC(C)(C)OC(=O)N1CC(NC(=O)CNc2cc(C#N)nc3ccc(C(F)(F)F)cc23)C1. RXN SMILES: [NH2:18][CH2:19][C:20](=[O:21])[NH:22][CH:23]1[CH2:24][N:25]([C:27](=[O:28])[O:29][C:30]([CH3:31])([CH3:32])[CH3:33])[CH2:26]1.[O:34]1[CH2:35][CH2:36][O:37][CH2:38][CH2:39]1.[OH:1][c:2]1[cH:3][c:4]([C:16]#[N:17])[n:5][c:6]2[cH:7][cH:8][c:9]([C:12]([F:13])([F:14])[F:15])[cH:10][c:11]12>>[c:2]1([NH:18][CH2:19][C:20](=[O:21])[NH:22][CH:23]2[CH2:24][N:25]([C:27](=[O:28])[O:29][C:30]([CH3:31])([CH3:32])[CH3:33])[CH2:26]2)[cH:3][c:4]([C:16]#[N:17])[n:5][c:6]2[cH:7][cH:8][c:9]([C:12]([F:13])([F:14])[F:15])[cH:10][c:11]12. Starting materials: C(C)(C)(C)OC(=O)N1CCC=2C(=C(N3N=CC=C3N2)Cl)CC1 (10-chloro-5,6,8,9-tetrahydro-1,4,7,10a-tetraaza-cyclohepta[f]indene-7-carboxylic acid tert-butyl ester), FC(C(=O)O)(F)F.N1CC(C1)C(=O)C1=CC=C(C=C1)OC (azetidin-3-yl-(4-methoxy-phenyl)-methanone trifluoroacetate), amine. Yields the product COC1=CC=C(C=C1)C(=O)C1CN(C1)C=1N2N=CC=C2N=C2C1CCNCC2 ((4-Methoxy-phenyl)-[1-(6,7,8,9-tetrahydro-5H-1,4,7,10a-tetraaza-cyclohepta[f]inden-10-yl)-azetidin-3-yl]-methanone). As a reaction SMILES: C(OC([N:8]1[CH2:22][CH2:21][C:12]2=[C:13](Cl)[N:14]3[C:18]([N:19]=[C:11]2[CH2:10][CH2:9]1)=[CH:17][CH:16]=[N:15]3)=O)(C)(C)C.FC(F)(F)C(O)=O.[NH:30]1[CH2:33][CH:32]([C:34]([C:36]2[CH:41]=[CH:40][C:39]([O:42][CH3:43])=[CH:38][CH:37]=2)=[O:35])[CH2:31]1>>[CH3:43][O:42][C:39]1[CH:40]=[CH:41][C:36]([C:34]([CH:32]2[CH2:31][N:30]([C:13]3[N:14]4[C:18]([N:19]=[C:11]5[CH2:10][CH2:9][NH:8][CH2:22][CH2:21][C:12]=35)=[CH:17][CH:16]=[N:15]4)[CH2:33]2)=[O:35])=[CH:37][CH:38]=1 |f:1.2|. Procedure: The product was prepared using 10-chloro-5,6,8,9-tetrahydro-1,4,7,10a-tetraaza-cyclohepta[f]indene-7-carboxylic acid tert-butyl ester in route 1 (step e and f), in step e (route 1) azetidin-3-yl-(4-methoxy-phenyl)-methanone trifluoroacetate was used as the amine. Starting materials: ClCCl, CS(C)=O, O=S(=O)(OS(=O)(=O)C(F)(F)F)C(F)(F)F, Nc1nccnc1Cl. Product: CS(C)=Nc1nccnc1Cl. RXN SMILES: [CH2:28]([Cl:29])[Cl:30].[CH3:1][S:2]([CH3:3])=[O:4].[F:5][C:6]([S:7]([O:8][S:9]([C:10]([F:11])([F:12])[F:13])(=[O:14])=[O:15])(=[O:16])=[O:17])([F:18])[F:19].[NH2:20][c:21]1[n:22][cH:23][cH:24][n:25][c:26]1[Cl:27]>>[CH3:1][S:2]([CH3:3])=[N:20][c:21]1[n:22][cH:23][cH:24][n:25][c:26]1[Cl:27]. The reactants are NC=1C(=NC2=CC=CC=C2C1NCCC1CCN(CC1)C(=O)OC(C)(C)C)Cl (tert-butyl 4-[2-(3-amino-2-chloro-4-quinolylamino)-ethyl]-1-piperidinecarboxylate), ClC(Cl)(OC(OC(Cl)(Cl)Cl)=O)Cl (triphosgene), C(O)([O-])=O.[Na+] (sodium hydrogencarbonate). The solvent is ClCCCl (1,2-dichloroethane), C(C)N(CC)CC (triethylamine). Conditions: time 1 hour. Yields the product ClC1=NC=2C=CC=CC2C2=C1N=C(N2CCC2CCN(CC2)C(=O)OC(C)(C)C)O (tert-Butyl 4-[2-(4-chloro-2-hydroxy-1H-imidazo[4,5-c]quinolin-1-yl)-ethyl]-1-piperidinecarboxylate). The yield is 89.3%. Reaction SMILES: [NH2:1][C:2]1[C:3]([Cl:28])=[N:4][C:5]2[C:10]([C:11]=1[NH:12][CH2:13][CH2:14][CH:15]1[CH2:20][CH2:19][N:18]([C:21]([O:23][C:24]([CH3:27])([CH3:26])[CH3:25])=[O:22])[CH2:17][CH2:16]1)=[CH:9][CH:8]=[CH:7][CH:6]=2.Cl[C:30](Cl)([O:32]C(=O)OC(Cl)(Cl)Cl)Cl.C(=O)([O-])O.[Na+]>ClCCCl.C(N(CC)CC)C>[Cl:28][C:3]1[C:2]2[N:1]=[C:30]([OH:32])[N:12]([CH2:13][CH2:14][CH:15]3[CH2:16][CH2:17][N:18]([C:21]([O:23][C:24]([CH3:25])([CH3:27])[CH3:26])=[O:22])[CH2:19][CH2:20]3)[C:11]=2[C:10]2[CH:9]=[CH:8][CH:7]=[CH:6][C:5]=2[N:4]=1 |f:2.3|. Reported procedure: To a solution of 0.60 g of tert-butyl 4-[2-(3-amino-2-chloro-4-quinolylamino)-ethyl]-1-piperidinecarboxylate and 0.44 g of triphosgene in 10 ml of 1,2-dichloroethane, 0.41 ml of triethylamine was added dropwise, and the mixture was stirred at room temperature for 1 hour. The reaction mixture was neutralized with saturated aqueous sodium hydrogencarbonate solution, and extracted with 1,2-dichloroethane. The extract was washed with saturated brine, and dried, and the solvent was evaporated. The re... The reactants are C(C)(C)(C)OC(CC(C(C(C(C(C(COCC1=CC=CC=C1)C)OC(=O)OCC(Cl)(Cl)Cl)C)=O)(C)C)O[Si](CC)(CC)CC)=O (9-Benzyloxy-4,4,6,8-tetramethyl-5-oxo-7-(2,2,2-trichloroethoxycarbonyloxy)-3-(triethylsilanyloxy)-nonanoic Acid tert-butyl Ester). The reagents and catalysts are [Zn] (Zn), [Zn] (Zn). Run in C1CCOC1.CC(=O)O (THF AcOH). Product: C(C)(C)(C)OC(CC(C(C(C(C(C(COCC1=CC=CC=C1)C)O)C)=O)(C)C)O[Si](C)(CC)CC)=O (9-Benzyloxy-3-(diethylmethylsilanyloxy)-7-hydroxy-4,4,6,8-tetramethyl-5-oxo-nonanoic Acid tert-butyl Ester). Yield: 1022.2%. RXN SMILES: [C:1]([O:5][C:6](=[O:45])[CH2:7][CH:8]([O:37][Si:38]([CH2:43]C)([CH2:41][CH3:42])[CH2:39][CH3:40])[C:9]([CH3:36])([CH3:35])[C:10](=[O:34])[CH:11]([CH3:33])[CH:12]([O:24]C(OCC(Cl)(Cl)Cl)=O)[CH:13]([CH3:23])[CH2:14][O:15][CH2:16][C:17]1[CH:22]=[CH:21][CH:20]=[CH:19][CH:18]=1)([CH3:4])([CH3:3])[CH3:2]>[Zn].C1COCC1.CC(O)=O>[C:1]([O:5][C:6](=[O:45])[CH2:7][CH:8]([O:37][Si:38]([CH2:41][CH3:42])([CH2:39][CH3:40])[CH3:43])[C:9]([CH3:35])([CH3:36])[C:10](=[O:34])[CH:11]([CH3:33])[CH:12]([OH:24])[CH:13]([CH3:23])[CH2:14][O:15][CH2:16][C:17]1[CH:18]=[CH:19][CH:20]=[CH:21][CH:22]=1)([CH3:4])([CH3:2])[CH3:3] |f:2.3|. Procedure: To a solution of 71 (22.9 mg, 3.2 μmol) in 1:1 THF/AcOH (1.4 mL) was added Zn (5.0 mg, 7.8 μmol, nanosize). The mixture was sonicated for 15 min. More Zn (5.0 mg, 7.8 μmol, nanosize) was added, followed by sonication for a further 15 min. The suspension was filtered through a celite pad, washing with EtOAc several times. The filtrates were washed with sat. NaHCO3, brine, dried over MgSO4 and concentrated under vacuum. The crude residue was passed through a short plug of silica gel eluting with h...